Dataset: the Open Reaction Database (ORD), a public repository of structured organic reaction records. Task: describe an organic reaction: reactants, conditions, products, and yield Reactants: C([O-])([O-])=O.[Na+].[Na+] (sodium carbonate), Br-, [OH-].[Na+] (NaOH), [H][H] (hydrogen), C(C)(OC)(OC)OC (Trimethyl orthoacetate), [C@@H]1([C@H](O)[C@H](O)[C@@H](CO)O1)N1C=NC=2C(O)=NC=NC12 (inosine), C(C)(=O)Br (acetyl bromide), [OH-].[Na+] (NaOH). The reagents and catalysts are [C].[Pd] (palladium carbon). Run in C(C)#N (acetonitrile), C(C)(=O)O (acetic acid), C(C)#N (acetonitrile). Run at temperature 25 celsius, time 10 hour. Yields the product [C@@H]1(CC[C@@H](CO)O1)N1C=NC=2C(O)=NC=NC12 (2',3'-dideoxyinosine). The yield is 45.9%. Reaction SMILES: C(OC)(OC)(OC)C.[C@@H:9]1([N:18]2[C:27]3[N:26]=[CH:25][N:24]=[C:22]([OH:23])[C:21]=3[N:20]=[CH:19]2)[O:17][C@H:14]([CH2:15][OH:16])[C@@H:12](O)[C@H:10]1O.C(Br)(=O)C.C(=O)([O-])[O-].[Na+].[Na+].[OH-].[Na+].[H][H]>C(O)(=O)C.[C].[Pd].C(#N)C>[C@@H:9]1([N:18]2[C:27]3[N:26]=[CH:25][N:24]=[C:22]([OH:23])[C:21]=3[N:20]=[CH:19]2)[O:17][C@H:14]([CH2:15][OH:16])[CH2:12][CH2:10]1 |f:3.4.5,6.7,10.11|. Procedure details: Trimethyl orthoacetate (6.49 ml, 51.0 mmols) was added to 10 g (37.2 mmols of inosine suspended in 20 ml of acetic acid. The mixture was stirred at 25° C. for 10 hours. The reaction solution was concentrated to 26.7 g. After 35 ml of acetonitrile was added to the concentrate, 6.9 ml (93.4 mmols) of acetyl bromide was slowly added to the mixture with stirring while keeping the temperature at -5° C. to 0° C. After completion of the addition, the mixture was stirred at -5° C. to 0° C. for about an ... Reactants: ( a ), C(C)OC=C(C(=O)OCC)C(=O)OCC (diethyl ethoxymethylenemalonate), [N+](=O)([O-])C=1C=C(C(=N)N)C=CC1 (3-nitrobenzamidine). Yields the product title compound, OC1=NC(=NC=C1C(=O)OCC)C1=CC(=CC=C1)[N+](=O)[O-] (ethyl 4-hydroxy-2-(3'-nitrophenyl)pyrimidine-5-carboxylate). The yield is 86.0%. As a reaction SMILES: C(O[CH:4]=[C:5]([C:11]([O:13]CC)=O)[C:6]([O:8][CH2:9][CH3:10])=[O:7])C.[N+:16]([C:19]1[CH:20]=[C:21]([CH:25]=[CH:26][CH:27]=1)[C:22]([NH2:24])=[NH:23])([O-:18])=[O:17]>>[OH:13][C:11]1[C:5]([C:6]([O:8][CH2:9][CH3:10])=[O:7])=[CH:4][N:24]=[C:22]([C:21]2[CH:25]=[CH:26][CH:27]=[C:19]([N+:16]([O-:18])=[O:17])[CH:20]=2)[N:23]=1. Procedure: The title compound was prepared by (a) reaction of diethyl ethoxymethylenemalonate (5 g, 24 mmol) with 3-nitrobenzamidine (5 g, 25 mmol) to afford 86% of ethyl 4-hydroxy-2-(3'-nitrophenyl)pyrimidine-5-carboxylate in analogy to Example 15, (b) reaction of ethyl 4-hydroxy-2-(3'-nitrophenyl)pyrimidine-5-carboxylate (6 g, 21 mmol) with (chloromethylene)dimethylammonium chloride (4 g, 31 mmol) concentration of reaction mixture, followed by hexane and ether wash afford 45% of ethyl 4-chloro-2-(3'-nitr...